This data is from the Open Reaction Database (ORD), a public repository of structured organic reaction records. The task is: describe an organic reaction: reactants, conditions, products, and yield Reactants: CN(C=O)C (dimethyl formamide), [H-].[Na+] (sodium hydride), CN(C=O)C (dimethyl formamide), C(C1=CC=CC=C1)OCCBr (benzyl-(2-bromoethyl)ether), C(C1=CC=CC=C1)OC1=CC=C(C=C1)C(=C(CCO)C1=CC=CC=C1)C1=CC=C(C=C1)O (4-[1-(4-Benzyloxyphenyl)-4-hydroxy-2-phenyl-but-1-enyl]phenol). Solvent: [Cl-].[Na+].O (brine). Conditions: time 4 hour. Yields the product C(C1=CC=CC=C1)OCCOC1=CC=C(C=C1)\C(=C(\CCO)/C1=CC=CC=C1)\C1=CC=C(C=C1)OCC1=CC=CC=C1 (Z-4-[4-(2-benzyloxyethoxy)-phenyl]-4-(4-benzyloxyphenyl)-3-phenyl-but-3-en-1-ol). RXN SMILES: [H-].[Na+].CN(C)C=O.[CH2:8]([O:15][C:16]1[CH:21]=[CH:20][C:19]([C:22]([C:33]2[CH:38]=[CH:37][C:36]([OH:39])=[CH:35][CH:34]=2)=[C:23]([C:27]2[CH:32]=[CH:31][CH:30]=[CH:29][CH:28]=2)[CH2:24][CH2:25][OH:26])=[CH:18][CH:17]=1)[C:9]1[CH:14]=[CH:13][CH:12]=[CH:11][CH:10]=1.[CH2:40]([O:47][CH2:48][CH2:49]Br)[C:41]1[CH:46]=[CH:45][CH:44]=[CH:43][CH:42]=1>[Cl-].[Na+].O>[CH2:40]([O:47][CH2:48][CH2:49][O:39][C:36]1[CH:37]=[CH:38][C:33](/[C:22](/[C:19]2[CH:20]=[CH:21][C:16]([O:15][CH2:8][C:9]3[CH:10]=[CH:11][CH:12]=[CH:13][CH:14]=3)=[CH:17][CH:18]=2)=[C:23](\[C:27]2[CH:28]=[CH:29][CH:30]=[CH:31][CH:32]=2)/[CH2:24][CH2:25][OH:26])=[CH:34][CH:35]=1)[C:41]1[CH:46]=[CH:45][CH:44]=[CH:43][CH:42]=1 |f:0.1,5.6.7|. Procedure: The reaction vessel was charged with sodium hydride (0.43 g, 0.0178 mol) and dimethyl formamide (34 ml). 4-[1-(4-Benzyloxyphenyl)-4-hydroxy-2-phenyl-but-1-enyl]phenol (5 g, 0.0118 mol) prepared by the method of U.S. Pat. No. 4,996,225 was dissolved to dimethyl formamide (6 ml), added to the mixture at room temperature and stirring was continued for half an hour. Then benzyl-(2-bromoethyl)ether (3.06 g, 0.014 mol) was added dropwise during 20 minutes to the reaction mixture and stirring was conti... The reactants are BrC1=CC(=CC=2N(C=NC21)COCC[Si](C)(C)C)Cl (4-Bromo-6-chloro-1-((2-(trimethylsilyl)ethoxy)methyl)-1H-benzo[d]imidazole), O1CC(C1)N1CCN(CC1)C=1C=CC(=NC1)N (5-(4-(oxetan-3-yl)piperazin-1-yl)pyridin-2-amine), C([O-])([O-])=O.[Cs+].[Cs+] (cesium carbonate), CC1(C2=C(C(=CC=C2)P(C3=CC=CC=C3)C4=CC=CC=C4)OC5=C(C=CC=C51)P(C6=CC=CC=C6)C7=CC=CC=C7)C (Xantphos). The reagents and catalysts are C=1C=CC(=CC1)/C=C/C(=O)/C=C/C2=CC=CC=C2.C=1C=CC(=CC1)/C=C/C(=O)/C=C/C2=CC=CC=C2.C=1C=CC(=CC1)/C=C/C(=O)/C=C/C2=CC=CC=C2.[Pd].[Pd] (tris(dibenzylideneacetone)dipalladium(0)). Run in O1CCOCC1 (dioxane). Reaction conditions: temperature 120 celsius. The product is ClC=1C=C(C2=C(N(C=N2)COCC[Si](C)(C)C)C1)NC1=NC=C(C=C1)N1CCN(CC1)C1COC1 (6-Chloro-N-(5-(4-(oxetan-3-yl)piperazin-1-yl)pyridin-2-yl)-1-((2-(trimethylsilyl)ethoxy)methyl)-1H-benzo[d]imidazol-4-amine). The yield is 84.7%. RXN SMILES: Br[C:2]1[C:10]2[N:9]=[CH:8][N:7]([CH2:11][O:12][CH2:13][CH2:14][Si:15]([CH3:18])([CH3:17])[CH3:16])[C:6]=2[CH:5]=[C:4]([Cl:19])[CH:3]=1.[O:20]1[CH2:23][CH:22]([N:24]2[CH2:29][CH2:28][N:27]([C:30]3[CH:31]=[CH:32][C:33]([NH2:36])=[N:34][CH:35]=3)[CH2:26][CH2:25]2)[CH2:21]1.C(=O)([O-])[O-].[Cs+].[Cs+].CC1(C)C2C(=C(P(C3C=CC=CC=3)C3C=CC=CC=3)C=CC=2)OC2C(P(C3C=CC=CC=3)C3C=CC=CC=3)=CC=CC1=2>C1C=CC(/C=C/C(/C=C/C2C=CC=CC=2)=O)=CC=1.C1C=CC(/C=C/C(/C=C/C2C=CC=CC=2)=O)=CC=1.C1C=CC(/C=C/C(/C=C/C2C=CC=CC=2)=O)=CC=1.[Pd].[Pd].O1CCOCC1>[Cl:19][C:4]1[CH:3]=[C:2]([NH:36][C:33]2[CH:32]=[CH:31][C:30]([N:27]3[CH2:28][CH2:29][N:24]([CH:22]4[CH2:21][O:20][CH2:23]4)[CH2:25][CH2:26]3)=[CH:35][N:34]=2)[C:10]2[N:9]=[CH:8][N:7]([CH2:11][O:12][CH2:13][CH2:14][Si:15]([CH3:18])([CH3:17])[CH3:16])[C:6]=2[CH:5]=1 |f:2.3.4,6.7.8.9.10|. Procedure details: A microwave vial equipped with a magnetic stirrer was charged with 116a (600 mg, 1.65 mmol), 5-(4-(oxetan-3-yl)piperazin-1-yl)pyridin-2-amine (390 mg 1.67 mmol), cesium carbonate (1.09 g, 3.34 mmol), tris(dibenzylideneacetone)dipalladium(0) (152 mg, 0.167 mmol), Xantphos (193 mg, 0.334 mmol), and dioxane (10 mL). After bubbling nitrogen through the suspension for 10 minutes, the reaction was heated at 120° C. overnight. It was then cooled to room temperature and filtered. The filtrate was concen... Reactants: COC=1C=C2C=CC(=CC2=CC1)C1=C(C=CC=C1)N (2-(6-methoxynaphthalen-2-yl)phenylamine), Cl.FC=1C=C(C(=O)O)C=CC1OCCN1CCCCC1 (3-fluoro-4-(2-piperidin-1-ylethoxy)benzoic acid hydrochloride), FC=1C=C(CNC2=C(C=CC=C2)C2=CC3=CC=C(C=C3C=C2)OC)C=CC1OCCN1CCCCC1 ([3-fluoro-4-(2-piperidin-1-ylethoxy)benzyl][2-(6-methoxynaphthalen-2-yl)phenyl]amine). The product is C(C)N(C1=C(C=CC=C1)C1=CC2=CC=C(C=C2C=C1)OC)CC1=CC(=C(C=C1)OCCN1CCCCC1)F (ethyl[3-fluoro-4-(2-piperidin-1-ylethoxy)benzyl][2-(6-methoxynaphthalen-2-yl)phenyl]amine). RXN SMILES: COC1C=C2C(=CC=1)C=C(C1C=CC=CC=1N)C=C2.Cl.[F:21][C:22]1[CH:23]=[C:24]([CH:28]=[CH:29][C:30]=1[O:31][CH2:32][CH2:33][N:34]1[CH2:39][CH2:38][CH2:37][CH2:36][CH2:35]1)[C:25](O)=O.FC1C=[C:43](C=CC=1OCCN1CCCCC1)[CH2:44][NH:45][C:46]1[CH:51]=[CH:50][CH:49]=[CH:48][C:47]=1[C:52]1[CH:61]=[CH:60][C:59]2[C:54](=[CH:55][CH:56]=[C:57]([O:62][CH3:63])[CH:58]=2)[CH:53]=1>>[CH2:44]([N:45]([CH2:25][C:24]1[CH:28]=[CH:29][C:30]([O:31][CH2:32][CH2:33][N:34]2[CH2:39][CH2:38][CH2:37][CH2:36][CH2:35]2)=[C:22]([F:21])[CH:23]=1)[C:46]1[CH:51]=[CH:50][CH:49]=[CH:48][C:47]=1[C:52]1[CH:61]=[CH:60][C:59]2[C:54](=[CH:55][CH:56]=[C:57]([O:62][CH3:63])[CH:58]=2)[CH:53]=1)[CH3:43] |f:1.2|. Reported procedure: Synthesized from 2-(6-methoxynaphthalen-2-yl)phenylamine and 3-fluoro-4-(2-piperidin-1-ylethoxy)benzoic acid hydrochloride according to an analogous synthetic method to Example 114, [3-fluoro-4-(2-piperidin-1-ylethoxy)benzyl][2-(6-methoxynaphthalen-2-yl)phenyl]amine (362 mg) was used according to an analogous synthetic method to Example 36 to provide ethyl[3-fluoro-4-(2-piperidin-1-ylethoxy)benzyl][2-(6-methoxynaphthalen-2-yl)phenyl]amine (310 mg). This compound (308 mg) was used according to an...